This data is from the Open Reaction Database (ORD), a public repository of structured organic reaction records. The task is: describe an organic reaction: reactants, conditions, products, and yield The reactants are CCN=C=NCCCN(C)C, CCN(C(C)C)C(C)C, Cl, Fc1cc(OC2CNC2)cc(C(F)(F)F)c1, CN(C)C=O, On1nnc2ccccc21, O=C(O)CNC(=O)c1cn(-c2ccccc2)cn1. The product is O=C(NCC(=O)N1CC(Oc2cc(F)cc(C(F)(F)F)c2)C1)c1cn(-c2ccccc2)cn1. Reaction SMILES: [CH3:38][CH2:39][N:40]=[C:41]=[N:42][CH2:43][CH2:44][CH2:45][N:46]([CH3:47])[CH3:48].[CH:1]([N:2]([CH2:3][CH3:4])[CH:5]([CH3:6])[CH3:7])([CH3:8])[CH3:9].[ClH:49].[F:50][c:51]1[cH:52][c:53]([O:54][CH:55]2[CH2:56][NH:57][CH2:58]2)[cH:59][c:60]([C:62]([F:63])([F:64])[F:65])[cH:61]1.[O:66]=[CH:67][N:68]([CH3:69])[CH3:70].[OH:28][n:29]1[c:30]2[c:31]([cH:32][cH:33][cH:34][cH:35]2)[n:36][n:37]1.[c:10]1(-[n:16]2[cH:17][n:18][c:19]([C:21](=[O:22])[NH:23][CH2:24][C:25](=[O:26])[OH:27])[cH:20]2)[cH:11][cH:12][cH:13][cH:14][cH:15]1>>[c:10]1(-[n:16]2[cH:17][n:18][c:19]([C:21](=[O:22])[NH:23][CH2:24][C:25](=[O:27])[N:57]3[CH2:56][CH:55]([O:54][c:53]4[cH:52][c:51]([F:50])[cH:61][c:60]([C:62]([F:63])([F:64])[F:65])[cH:59]4)[CH2:58]3)[cH:20]2)[cH:11][cH:12][cH:13][cH:14][cH:15]1. Product: COC(C(C)OC1=CC=C(C=C1)OCC1=CC=CC=C1)=O ((RS)-2-(4-Benzyloxy-phenoxy)-propionic acid methyl ester). Procedure details: In analogy to the procedure described in Example 1b), the alkylation of 4-benzyloxy-phenol [Example 2a)] with methyl (RS)-2-bromopropionate in acetone using cesium carbonate as the base yielded the (RS)-2-(4-Benzyloxy-phenoxy)-propionic acid methyl ester as light yellow oil; MS: m/e=304 (M+NH4)+. RXN SMILES: [CH2:1]([O:8][C:9]1[CH:14]=[CH:13][C:12]([OH:15])=[CH:11][CH:10]=1)[C:2]1[CH:7]=[CH:6][CH:5]=[CH:4][CH:3]=1.Br[CH:17]([CH3:22])[C:18]([O:20][CH3:21])=[O:19].C(=O)([O-])[O-].[Cs+].[Cs+]>CC(C)=O>[CH3:21][O:20][C:18](=[O:19])[CH:17]([O:15][C:12]1[CH:11]=[CH:10][C:9]([O:8][CH2:1][C:2]2[CH:3]=[CH:4][CH:5]=[CH:6][CH:7]=2)=[CH:14][CH:13]=1)[CH3:22] |f:2.3.4|. Starting materials: C(C1=CC=CC=C1)OC1=CC=C(C=C1)O (4-benzyloxy-phenol), BrC(C(=O)OC)C (methyl (RS)-2-bromopropionate), C([O-])([O-])=O.[Cs+].[Cs+] (cesium carbonate). Run in CC(=O)C (acetone). Starting materials: C1CCOC1, CCCCCCCCCCCCCCCCCCOc1cc(OCc2ccccc2)cc(N(CC(=O)OC)CC(=O)OC)c1, [H][H]. The product is CCCCCCCCCCCCCCCCCCOc1cc(O)cc(N(CC(=O)OC)CC(=O)OC)c1. RXN SMILES: [CH2:47]1[O:48][CH2:49][CH2:50][CH2:51]1.[CH3:1][O:2][C:3]([CH2:4][N:5]([c:6]1[cH:7][c:8]([O:20][CH2:21][CH2:22][CH2:23][CH2:24][CH2:25][CH2:26][CH2:27][CH2:28][CH2:29][CH2:30][CH2:31][CH2:32][CH2:33][CH2:34][CH2:35][CH2:36][CH2:37][CH3:38])[cH:9][c:10]([O:12][CH2:13][c:14]2[cH:15][cH:16][cH:17][cH:18][cH:19]2)[cH:11]1)[CH2:39][C:40](=[O:41])[O:42][CH3:43])=[O:44].[H:45][H:46]>>[CH3:1][O:2][C:3]([CH2:4][N:5]([c:6]1[cH:7][c:8]([O:20][CH2:21][CH2:22][CH2:23][CH2:24][CH2:25][CH2:26][CH2:27][CH2:28][CH2:29][CH2:30][CH2:31][CH2:32][CH2:33][CH2:34][CH2:35][CH2:36][CH2:37][CH3:38])[cH:9][c:10]([OH:12])[cH:11]1)[CH2:39][C:40](=[O:41])[O:42][CH3:43])=[O:44].